From a dataset of the Open Reaction Database (ORD), a public repository of structured organic reaction records. describe an organic reaction: reactants, conditions, products, and yield Reactants: [N+](=O)([O-])C1=CC=C(C=C1)C=1N=CN(C1)CCC(C)(C)NCC(O)C=1C=C(C=CC1)NS(=O)(=O)C1=CC=CC=C1 (N-[3-(2-{3-[4-(4-nitro-phenyl)-imidazol-1-yl]-1,1-dimethyl-propylamino}-1-hydroxyethyl)-phenyl]-benzenesulphonamide). The reagents and catalysts are [Pd] (palladium on activated charcoal). Run in CO (methanol). The product is NC1=CC=C(C=C1)C=1N=CN(C1)CCC(C)(C)NCC(O)C=1C=C(C=CC1)NS(=O)(=O)C1=CC=CC=C1 (N-[3-(2-{3-[4-(4-amino-phenyl)-imidazol-1-yl]-1,1-dimethyl-propylamino}-1-hydroxyethyl)-phenyl]-benzenesulphonamide). Isolated yield 99.3%. RXN SMILES: [N+:1]([C:4]1[CH:9]=[CH:8][C:7]([C:10]2[N:11]=[CH:12][N:13]([CH2:15][CH2:16][C:17]([NH:20][CH2:21][CH:22]([C:24]3[CH:25]=[C:26]([NH:30][S:31]([C:34]4[CH:39]=[CH:38][CH:37]=[CH:36][CH:35]=4)(=[O:33])=[O:32])[CH:27]=[CH:28][CH:29]=3)[OH:23])([CH3:19])[CH3:18])[CH:14]=2)=[CH:6][CH:5]=1)([O-])=O>[Pd].CO>[NH2:1][C:4]1[CH:5]=[CH:6][C:7]([C:10]2[N:11]=[CH:12][N:13]([CH2:15][CH2:16][C:17]([NH:20][CH2:21][CH:22]([C:24]3[CH:25]=[C:26]([NH:30][S:31]([C:34]4[CH:35]=[CH:36][CH:37]=[CH:38][CH:39]=4)(=[O:33])=[O:32])[CH:27]=[CH:28][CH:29]=3)[OH:23])([CH3:18])[CH3:19])[CH:14]=2)=[CH:8][CH:9]=1. Procedure details: 1.69 g (3.07 mmol) N-[3-(2-{3-[4-(4-nitro-phenyl)-imidazol-1-yl]-1,1-dimethyl-propylamino}-1-hydroxyethyl)-phenyl]-benzenesulphonamide, 0.10 g palladium on activated charcoal, and 30 mL methanol were shaken in an autoclave at ambient temperature under a hydrogen atmosphere of 1 bar for 3 h. The reaction mixture was filtered and the filtrate was freed from solvent using the rotary evaporator. 1.59 g (3.05 mmol, 99%) N-[3-(2-{3-[4-(4-amino-phenyl)-imidazol-1-yl]-1,1-dimethyl-propylamino}-1-hydroxy... Starting materials: ClC1=CC=C(C=C1)N1N=CC(=C1C)C(=O)Cl (1-(4-chlorophenyl)-5-methylpyrazole-4-carboxylic chloride), NC=1C=CC(=C(C#N)C1)SCCCO (5-amino-2-(3-hydroxypropylthio)benzonitrile). Yields the product ClC1=CC=C(C=C1)N1N=CC(=C1C)C(=O)NC1=CC(=C(C=C1)SCCCO)C#N (1-(4-Chlorophenyl)-N-[3-cyano-4-(3-hydroxypropylthio)phenyl]-5-methylpyrazole-4-carboxamide). The yield is 25.2%. RXN SMILES: [Cl:1][C:2]1[CH:7]=[CH:6][C:5]([N:8]2[C:12]([CH3:13])=[C:11]([C:14](Cl)=[O:15])[CH:10]=[N:9]2)=[CH:4][CH:3]=1.[NH2:17][C:18]1[CH:19]=[CH:20][C:21]([S:26][CH2:27][CH2:28][CH2:29][OH:30])=[C:22]([CH:25]=1)[C:23]#[N:24]>>[Cl:1][C:2]1[CH:7]=[CH:6][C:5]([N:8]2[C:12]([CH3:13])=[C:11]([C:14]([NH:17][C:18]3[CH:19]=[CH:20][C:21]([S:26][CH2:27][CH2:28][CH2:29][OH:30])=[C:22]([C:23]#[N:24])[CH:25]=3)=[O:15])[CH:10]=[N:9]2)=[CH:4][CH:3]=1. Procedure details: By the reaction and treatment in the same manner as in Example 150 using 1-(4-chlorophenyl)-5-methylpyrazole-4-carboxylic chloride (3.9 g) and 5-amino-2-(3-hydroxypropylthio)benzonitrile (2.9 g), the title compound (1.5 g) was obtained, melting point: 165° C. The reactants are C(C1=CC=CC=C1)N1CCC(CC1)CC(=O)C1=CC=C(C=C1)O[Si](C)(C)C(C)(C)C (1-benzyl-4-(2'-(4''-t-butyldimethylsilyloxyphenyl)-2'-oxoethyl)piperidine), [F-].C(CCC)[N+](CCCC)(CCCC)CCCC (tetra-n-butylammonium fluoride). Solvent: O1CCCC1 (tetrahydrofuran). Yields the product C(C1=CC=CC=C1)N1CCC(CC1)CC(=O)C1=CC=C(C=C1)O (1-Benzyl-4-(2'-(4''-hydroxyphenyl)-2'-oxoethyl)piperidine). The yield is 26.9%. As a reaction SMILES: [CH2:1]([N:8]1[CH2:13][CH2:12][CH:11]([CH2:14][C:15]([C:17]2[CH:22]=[CH:21][C:20]([O:23][Si](C(C)(C)C)(C)C)=[CH:19][CH:18]=2)=[O:16])[CH2:10][CH2:9]1)[C:2]1[CH:7]=[CH:6][CH:5]=[CH:4][CH:3]=1.[F-].C([N+](CCCC)(CCCC)CCCC)CCC>O1CCCC1>[CH2:1]([N:8]1[CH2:9][CH2:10][CH:11]([CH2:14][C:15]([C:17]2[CH:22]=[CH:21][C:20]([OH:23])=[CH:19][CH:18]=2)=[O:16])[CH2:12][CH2:13]1)[C:2]1[CH:3]=[CH:4][CH:5]=[CH:6][CH:7]=1 |f:1.2|. Procedure: A mixture of 1-benzyl-4-(2'-(4''-t-butyldimethylsilyloxyphenyl)-2'-oxoethyl)piperidine (Example 75, 1.21 g, 2.86 mmol), a solution of tetra-n-butylammonium fluoride (1.0 M in tetrahydrofuran, 5.7 mL, 5.7 mmol) and tetrahydrofuran (10 mL) were stirred at ambient temperature under a nitrogen atmosphere overnight. The reaction mixture was poured onto water and extracted three times with ethyl acetate. The combined organic layers were dried over anhydrous magnesium sulfate, filtered and concentrated... Reactants: COC(=O)C=1N=CC=2N(C1NC1=C(C=C(C=C1)I)F)C=NC2 (5-(2-fluoro-4-iodo-phenylamino)-imidazo[1,5-a]pyrazine-6-carboxylic acid methyl ester), [OH-].C[Sn+](C)C (trimethyltin hydroxide). The solvent is ClCCCl (1,2-dichloroethane). Run at temperature 85 celsius. The product is FC1=C(C=CC(=C1)I)NC1=C(N=CC=2N1C=NC2)C(=O)O (5-(2-Fluoro-4-iodo-phenylamino)-imidazo[1,5-a]pyrazine-6-carboxylic acid). Isolated yield 97.6%. RXN SMILES: C[O:2][C:3]([C:5]1[N:6]=[CH:7][C:8]2[N:9]([CH:20]=[N:21][CH:22]=2)[C:10]=1[NH:11][C:12]1[CH:17]=[CH:16][C:15]([I:18])=[CH:14][C:13]=1[F:19])=[O:4].[OH-].C[Sn+](C)C>ClCCCl>[F:19][C:13]1[CH:14]=[C:15]([I:18])[CH:16]=[CH:17][C:12]=1[NH:11][C:10]1[N:9]2[CH:20]=[N:21][CH:22]=[C:8]2[CH:7]=[N:6][C:5]=1[C:3]([OH:4])=[O:2] |f:1.2|. Procedure details: To a solution of 5-(2-fluoro-4-iodo-phenylamino)-imidazo[1,5-a]pyrazine-6-carboxylic acid methyl ester (140 mg, 0.34 mmol) in anhydrous 1,2-dichloroethane (2.5 mL) was added trimethyltin hydroxide (215 mg, 1.19 mmol, 3.5 eq.). The reaction mixture was heated at 85° C. for 1 hour and then cooled to RT. The reaction mixture was concentrated in vacuo, and the crude residue was diluted with ethyl acetate. The organic layer was washed with 1N HCl (3×), water and brine, dried (Na2SO4), filtered and co... The reactants are Cl, O=C(O)Cc1cc(F)cc(F)c1, CCOC(=O)C1CSC(C(C)N)=N1. As a reaction SMILES: [ClH:13].[F:1][c:2]1[cH:3][c:4]([CH2:9][C:10](=[O:11])[OH:12])[cH:5][c:6]([F:8])[cH:7]1.[NH2:14][CH:15]([CH3:16])[C:17]1=[N:21][CH:20]([C:22](=[O:23])[O:24][CH2:25][CH3:26])[CH2:19][S:18]1>>[F:1][c:2]1[cH:3][c:4]([CH2:9][C:10](=[O:12])[NH:14][CH:15]([CH3:16])[C:17]2=[N:21][CH:20]([C:22](=[O:23])[O:24][CH2:25][CH3:26])[CH2:19][S:18]2)[cH:5][c:6]([F:8])[cH:7]1. Product: CCOC(=O)C1CSC(C(C)NC(=O)Cc2cc(F)cc(F)c2)=N1. Starting materials: FC1=CC=C(CN2CCNCC2)C=C1 (1-(4-fluorobenzyl)piperazine), 2-(1H-benzo[d][1,2,3]triazol-1-yl)-1,1,3,3-tetramethylisouronium hexafluorophosphate(V), O=C1N(CCC1(C1=CC=CC=C1)C1=CC=CC=C1)CC(=O)O (2-(2-oxo-3,3-diphenylpyrrolidin-1-yl)acetic acid), C(C)(C)N(CC)C(C)C (diisopropylethylamine). Run in ClCCl (dichloromethane). Conditions: time 8 hour. Product: FC1=CC=C(CN2CCN(CC2)C(CN2C(C(CC2)(C2=CC=CC=C2)C2=CC=CC=C2)=O)=O)C=C1 (1-{2-[4-(4-fluorobenzyl)piperazin-1-yl]-2-oxoethyl}-3,3-diphenylpyrrolidin-2-one). Reaction SMILES: [F:1][C:2]1[CH:14]=[CH:13][C:5]([CH2:6][N:7]2[CH2:12][CH2:11][NH:10][CH2:9][CH2:8]2)=[CH:4][CH:3]=1.[O:15]=[C:16]1[C:20]([C:27]2[CH:32]=[CH:31][CH:30]=[CH:29][CH:28]=2)([C:21]2[CH:26]=[CH:25][CH:24]=[CH:23][CH:22]=2)[CH2:19][CH2:18][N:17]1[CH2:33][C:34](O)=[O:35].C(N(C(C)C)CC)(C)C>ClCCl>[F:1][C:2]1[CH:14]=[CH:13][C:5]([CH2:6][N:7]2[CH2:12][CH2:11][N:10]([C:34](=[O:35])[CH2:33][N:17]3[CH2:18][CH2:19][C:20]([C:21]4[CH:26]=[CH:25][CH:24]=[CH:23][CH:22]=4)([C:27]4[CH:32]=[CH:31][CH:30]=[CH:29][CH:28]=4)[C:16]3=[O:15])[CH2:9][CH2:8]2)=[CH:4][CH:3]=1. Procedure details: To 1-(4-fluorobenzyl)piperazine (0.081 g, 0.416 mmol), 2-(1H-benzo[d][1,2,3]triazol-1-yl)-1,1,3,3-tetramethylisouronium hexafluorophosphate(V) (0.165 g, 0.436 mmol) and 2-(2-oxo-3,3-diphenylpyrrolidin-1-yl)acetic acid (Example 1C, 0.135 g, 0.457 mmol) in dichloromethane (1 mL) was added diisopropylethylamine (0.109 mL, 0.623 mmol), and the reaction mixture was stirred at room temperature overnight. The reaction was concentrated and loaded onto a silica gel column (Analogix® SF25-25) and eluted w... Starting materials: COC1=CC=C(C=C1)S(=O)(=O)CC(=CCO)C (1-(p-methoxyphenylsulfonyl)-2-methyl-4-hydroxy-but-2-ene), ClCC=C(C=CC1=C(CCCC1(C)C)C)C (1-chloro-3-methyl-5-(2,6,6-trimethylcyclohexen-1-yl)-penta-2,4-diene), C(CCC)[Li] (n-butyllithium), O1CCCC1 (tetrahydrofuran), solution, O1CCCC1 (THF). The solvent is O (water), CCCCCC (hexane). Conditions: temperature -70 celsius, time 30 minute. Product: CC1=C(C(CCC1)(C)C)C=CC=CCCC=CC (9-(2,6,6-trimethylcyclohexen-1-yl)-nona-2,6,8-triene). The yield is 20.0%. As a reaction SMILES: CO[C:3]1[CH:8]=CC(S(CC(C)=CCO)(=O)=O)=[CH:5][CH:4]=1.O1CCCC1.C([Li])CCC.Cl[CH2:29][CH:30]=[C:31](C)[CH:32]=[CH:33][C:34]1[C:39]([CH3:41])([CH3:40])[CH2:38][CH2:37][CH2:36][C:35]=1[CH3:42]>CCCCCC.O>[CH3:42][C:35]1[CH2:36][CH2:37][CH2:38][C:39]([CH3:40])([CH3:41])[C:34]=1[CH:33]=[CH:32][CH:31]=[CH:30][CH2:29][CH2:8][CH:3]=[CH:4][CH3:5]. Reported procedure: To a solution of 1.28 g. of 1-(p-methoxyphenylsulfonyl)-2-methyl-4-hydroxy-but-2-ene in 15 ml. of tetrahydrofuran (THF) was added at -70°C. 4.25 ml. of 2.37 M solution of n-butyllithium in hexane. The mixture was stirred at -70°C. for 30 minutes and a solution of 1.78 g. of 1-chloro-3-methyl-5-(2,6,6-trimethylcyclohexen-1-yl)-penta-2,4-diene in 5 ml. of THF was added at -70°C. The solution was stirred at -70°C. for 50 minutes and allowed to warm to 70°C. The mixture was poured into water and ext... Product: CC(=O)N1CCC(N(C)C(=O)COc2nc(C)c(NC(=O)OC(C)(C)C)c(C)n2)CC1. Starting materials: Cc1nc(OCC(=O)N(C)C2CCNCC2)nc(C)c1NC(=O)OC(C)(C)C, CC(=O)Cl. As a reaction SMILES: [CH3:1][c:2]1[n:3][c:4]([O:17][CH2:18][C:19](=[O:20])[N:21]([CH:22]2[CH2:23][CH2:24][NH:25][CH2:26][CH2:27]2)[CH3:28])[n:5][c:6]([CH3:16])[c:7]1[NH:8][C:9]([O:10][C:11]([CH3:12])([CH3:13])[CH3:14])=[O:15].[CH3:29][C:30]([Cl:31])=[O:32]>>[CH3:1][c:2]1[n:3][c:4]([O:17][CH2:18][C:19](=[O:20])[N:21]([CH:22]2[CH2:23][CH2:24][N:25]([C:30]([CH3:29])=[O:32])[CH2:26][CH2:27]2)[CH3:28])[n:5][c:6]([CH3:16])[c:7]1[NH:8][C:9]([O:10][C:11]([CH3:12])([CH3:13])[CH3:14])=[O:15]. The reactants are I(=O)(=O)(=O)[O-].[Na+] (sodium metaperiodate), C(C)OC(=C)C1=NC(=NC(=C1)COCC(F)(F)F)NC1=CC(=C(C=C1)N1C=NC(=C1)C)OC (4-(1-ethoxyvinyl)-N-(3-methoxy-4-(4-methyl-1H-imidazol-1-yl)phenyl)-6-((2,2,2-trifluoroethoxy)methyl)pyrimidin-2-amine), O1CCOCC1 (1,4-dioxane). Run in O (water). Product: COC=1C=C(C=CC1N1C=NC(=C1)C)NC1=NC(=CC(=N1)C(=O)OCC)COCC(F)(F)F (Ethyl 2-(3-methoxy-4-(4-methyl-1H-imidazol-1-yl)phenylamino)-6-((2,2,2-trifluoroethoxy)methyl)pyrimidine-4-carboxylate). Reaction SMILES: I([O-])(=O)(=O)=O.[Na+].[CH2:7]([O:9][C:10]([C:12]1[CH:17]=[C:16]([CH2:18][O:19][CH2:20][C:21]([F:24])([F:23])[F:22])[N:15]=[C:14]([NH:25][C:26]2[CH:31]=[CH:30][C:29]([N:32]3[CH:36]=[C:35]([CH3:37])[N:34]=[CH:33]3)=[C:28]([O:38][CH3:39])[CH:27]=2)[N:13]=1)=C)[CH3:8].[O:40]1CCOCC1>O>[CH3:39][O:38][C:28]1[CH:27]=[C:26]([NH:25][C:14]2[N:13]=[C:12]([C:10]([O:9][CH2:7][CH3:8])=[O:40])[CH:17]=[C:16]([CH2:18][O:19][CH2:20][C:21]([F:23])([F:24])[F:22])[N:15]=2)[CH:31]=[CH:30][C:29]=1[N:32]1[CH:36]=[C:35]([CH3:37])[N:34]=[CH:33]1 |f:0.1|. Reported procedure: To a solution of sodium metaperiodate (1.200 g, 5.61 mmol) and 4-(1-ethoxyvinyl)-N-(3-methoxy-4-(4-methyl-1H-imidazol-1-yl)phenyl)-6-((2,2,2-trifluoroethoxy)methyl)pyrimidin-2-amine (1.3 g, 2.81 mmol) in a mixture of water (30 mL) and 1,4-dioxane (60 mL) potassium permanganate (0.066 g, 0.42 mmol) was added in portions of 10-15 mg in intervals of 5-8 min at ambient temperature. The mixture was filtered, the precipitate was washed with dioxane and ethyl acetate. Sodium bicarbonate and sodium chlo... The reactants are COC(=O)c1cc2c(c(B3OCC(C)(C)CO3)c1)OC(F)(F)O2, CO, OO. Yields the product COC(=O)c1cc(O)c2c(c1)OC(F)(F)O2. As a reaction SMILES: [CH3:1][O:2][C:3](=[O:4])[c:5]1[cH:6][c:7]2[c:8]([c:14]([B:16]3[O:17][CH2:18][C:19]([CH3:20])([CH3:21])[CH2:22][O:23]3)[cH:15]1)[O:9][C:10]([F:12])([F:13])[O:11]2.[CH3:26][OH:27].[OH:24][OH:25]>>[CH3:1][O:2][C:3](=[O:4])[c:5]1[cH:6][c:7]2[c:8]([c:14]([OH:24])[cH:15]1)[O:9][C:10]([F:12])([F:13])[O:11]2.